Task: describe an organic reaction: reactants, conditions, products, and yield. Dataset: the Open Reaction Database (ORD), a public repository of structured organic reaction records The reagents and catalysts are C=1C=CC(=CC1)[P](C=2C=CC=CC2)(C=3C=CC=CC3)[Pd]([P](C=4C=CC=CC4)(C=5C=CC=CC5)C=6C=CC=CC6)([P](C=7C=CC=CC7)(C=8C=CC=CC8)C=9C=CC=CC9)[P](C=1C=CC=CC1)(C=1C=CC=CC1)C=1C=CC=CC1 (Tetrakis(triphenylphosphine)palladium(0)). Reaction SMILES: Cl[C:2]1[N:12]=[CH:11][C:10]2[O:9][CH2:8][CH2:7][N:6]3[CH:13]=[C:14]([C:16]4[N:20]([CH:21]([CH3:23])[CH3:22])[N:19]=[CH:18][N:17]=4)[N:15]=[C:5]3[C:4]=2[CH:3]=1.C(#N)C.O.C([O-])(=O)C.[K+].FC1C=CC(B(O)O)=CN=1>C1C=CC([P]([Pd]([P](C2C=CC=CC=2)(C2C=CC=CC=2)C2C=CC=CC=2)([P](C2C=CC=CC=2)(C2C=CC=CC=2)C2C=CC=CC=2)[P](C2C=CC=CC=2)(C2C=CC=CC=2)C2C=CC=CC=2)(C2C=CC=CC=2)C2C=CC=CC=2)=CC=1>[CH:21]([N:20]1[C:16]([C:14]2[N:15]=[C:5]3[C:4]4[CH:3]=[CH:2][N:12]=[CH:11][C:10]=4[O:9][CH2:8][CH2:7][N:6]3[CH:13]=2)=[N:17][CH:18]=[N:19]1)([CH3:23])[CH3:22] |f:3.4,^1:46,48,67,86|. The reactants are C(C)(=O)[O-].[K+] (Potassium acetate), ClC1=CC=2C=3N(CCOC2C=N1)C=C(N3)C3=NC=NN3C(C)C (10-Chloro-2-(1-isopropyl-1H-1,2,4-triazol-5-yl)-5,6-dihydroimidazo[1,2-d]pyrido[4,3-f][1,4]oxazepine), C(C)#N (Acetonitrile), FC1=NC=C(C=C1)B(O)O (2-Fluoropyridine-5-boronic acid), O (Water). Procedure: 10-Chloro-2-(1-isopropyl-1H-1,2,4-triazol-5-yl)-5,6-dihydroimidazo[1,2-d]pyrido[4,3-f][1,4]oxazepine (85.0 mg, 0.257 mmol) dissolved in Acetonitrile (2 mL, 50 mmol) and Water (2 mL, 100 mmol) with dissolved Potassium acetate (85.5 mg, 0.871 mmol). Degas by bubbling nitrogen for 5 min. 2-Fluoropyridine-5-boronic acid (47.1 mg, 0.334 mmol) was added, then Tetrakis(triphenylphosphine)palladium(0) (4.0E1 mg, 0.035 mmol). The reaction was microwaved at 145 C 35 min, cooled to RT, and extracted with e... Product: C(C)(C)N1N=CN=C1C=1N=C2N(CCOC3=C2C=CN=C3)C1 (2-(1-isopropyl-1H-1,2,4-triazol-5-yl)-5,6-dihydroimidazo[1,2-d]pyrido[4,3-f][1,4]oxazepine). Reactants: F[B-](F)(F)F, COc1ccccc1C1CCNCC1, CN(C)C=O, CCN(C(C)C)C(C)C, Cc1[nH]c2cc(Cl)ccc2c1C(=O)O, CN(C)C(On1nnc2ccccc21)=[N+](C)C. The product is COc1ccccc1C1CCN(C(=O)c2c(C)[nH]c3cc(Cl)ccc23)CC1. Reaction SMILES: [B-:24]([F:25])([F:26])([F:27])[F:28].[CH3:46][O:47][c:48]1[c:49]([CH:54]2[CH2:55][CH2:56][NH:57][CH2:58][CH2:59]2)[cH:50][cH:51][cH:52][cH:53]1.[CH3:60][N:61]([CH3:62])[CH:63]=[O:64].[CH:15]([N:16]([CH2:17][CH3:18])[CH:19]([CH3:20])[CH3:21])([CH3:22])[CH3:23].[Cl:1][c:2]1[cH:3][cH:4][c:5]2[c:6]([C:12](=[O:13])[OH:14])[c:7]([CH3:11])[nH:8][c:9]2[cH:10]1.[n:29]1([O:30][C:31]([N:32]([CH3:33])[CH3:34])=[N+:35]([CH3:36])[CH3:37])[c:38]2[cH:39][cH:40][cH:41][cH:42][c:43]2[n:44][n:45]1>>[Cl:1][c:2]1[cH:3][cH:4][c:5]2[c:6]([C:12](=[O:14])[N:57]3[CH2:56][CH2:55][CH:54]([c:49]4[c:48]([O:47][CH3:46])[cH:53][cH:52][cH:51][cH:50]4)[CH2:59][CH2:58]3)[c:7]([CH3:11])[nH:8][c:9]2[cH:10]1. The reactants are BrCc1ccccc1-c1ccccc1, COP(OC)OC, Cc1ccccc1. Yields the product COP(=O)(Cc1ccccc1-c1ccccc1)OC. RXN SMILES: [Br:1][CH2:2][c:3]1[c:4](-[c:9]2[cH:10][cH:11][cH:12][cH:13][cH:14]2)[cH:5][cH:6][cH:7][cH:8]1.[CH3:15][O:16][P:17]([O:18][CH3:19])[O:20][CH3:21].[CH3:22][c:23]1[cH:24][cH:25][cH:26][cH:27][cH:28]1>>[CH2:2]([c:3]1[c:4](-[c:9]2[cH:10][cH:11][cH:12][cH:13][cH:14]2)[cH:5][cH:6][cH:7][cH:8]1)[P:17]([O:16][CH3:15])([O:18][CH3:19])=[O:20]. Starting materials: CCOC(=O)c1cn(NCC=O)c2cc3c(cc2c1=O)OCO3, O=CO. The product is O=CCNn1cc(C(=O)O)c(=O)c2cc3c(cc21)OCO3. Reaction SMILES: [CH:1](=[O:2])[CH2:3][NH:4][n:5]1[cH:6][c:7]([C:19](=[O:20])[O:21][CH2:22][CH3:23])[c:8](=[O:18])[c:9]2[cH:10][c:11]3[c:12]([cH:13][c:14]12)[O:15][CH2:16][O:17]3.[CH:24]([OH:25])=[O:26]>>[CH:1](=[O:2])[CH2:3][NH:4][n:5]1[cH:6][c:7]([C:19](=[O:20])[OH:21])[c:8](=[O:18])[c:9]2[cH:10][c:11]3[c:12]([cH:13][c:14]12)[O:15][CH2:16][O:17]3.